This data is from the Open Reaction Database (ORD), a public repository of structured organic reaction records. The task is: describe an organic reaction: reactants, conditions, products, and yield The product is O1CCN(CC1)C1=C(C(=O)O)C=C(C=C1)[N+](=O)[O-] (2-morpholino-5-nitrobenzoic acid). Starting materials: Cl (HCl), ClC1=C(C(=O)O)C=C(C=C1)[N+](=O)[O-] (2-chloro-5-nitrobenzoic acid), N1CCOCC1 (morpholine), ice water. As a reaction SMILES: Cl[C:2]1[CH:10]=[CH:9][C:8]([N+:11]([O-:13])=[O:12])=[CH:7][C:3]=1[C:4]([OH:6])=[O:5].[NH:14]1[CH2:19][CH2:18][O:17][CH2:16][CH2:15]1.Cl>>[O:17]1[CH2:18][CH2:19][N:14]([C:2]2[CH:10]=[CH:9][C:8]([N+:11]([O-:13])=[O:12])=[CH:7][C:3]=2[C:4]([OH:6])=[O:5])[CH2:15][CH2:16]1. Procedure: 20.1 Grams 2-chloro-5-nitrobenzoic acid was added in portions to 87 ml morpholine. The temperature of the thick mixture rose to 75° C. After being stirred at reflux temperature for five hours, the mixture was poured into ice water, made acidic with concentrated HCl, filtered, dried and recrystallized from ethanol to give 20.3 grams 2-morpholino-5-nitrobenzoic acid. m.p. = 168°-170° C. The nitro compound was reduced catalytically in ethanol-water (3:1) with 5% palladium on carbon catalyst to give... Reactants: CCCCCC1CC2CCC(C1)N2, CC#N, CC(CI)CN1C(=O)CSc2ccccc21. Yields the product CCCCCC1CC2CCC(C1)N2CC(C)CN1C(=O)CSc2ccccc21. As a reaction SMILES: [CH2:17]([CH2:18][CH2:19][CH2:20][CH3:21])[CH:22]1[CH2:23][CH:24]2[CH2:25][CH2:26][CH:27]([CH2:28]1)[NH:29]2.[CH3:30][C:31]#[N:32].[I:1][CH2:2][CH:3]([CH2:4][N:5]1[C:6](=[O:15])[CH2:7][S:8][c:9]2[c:10]1[cH:11][cH:12][cH:13][cH:14]2)[CH3:16]>>[CH2:2]([CH:3]([CH2:4][N:5]1[C:6](=[O:15])[CH2:7][S:8][c:9]2[c:10]1[cH:11][cH:12][cH:13][cH:14]2)[CH3:16])[N:29]1[CH:24]2[CH2:23][CH:22]([CH2:17][CH2:18][CH2:19][CH2:20][CH3:21])[CH2:28][CH:27]1[CH2:26][CH2:25]2. Starting materials: CC(C)(C)OC(=O)c1ncn2c1C1CCN1C(=O)c1ccccc1-2, O=C(O)C(F)(F)F. Yields the product O=C(O)c1ncn2c1C1CCN1C(=O)c1ccccc1-2. As a reaction SMILES: [O:1]=[C:2]1[N:3]2[CH:4]([c:5]3[n:6]([cH:13][n:14][c:15]3[C:16](=[O:17])[O:18][C:19]([CH3:20])([CH3:21])[CH3:22])-[c:7]3[c:8]1[cH:9][cH:10][cH:11][cH:12]3)[CH2:23][CH2:24]2.[OH:25][C:26]([C:27]([F:28])([F:29])[F:30])=[O:31]>>[O:1]=[C:2]1[N:3]2[CH:4]([c:5]3[n:6]([cH:13][n:14][c:15]3[C:16](=[O:17])[OH:18])-[c:7]3[c:8]1[cH:9][cH:10][cH:11][cH:12]3)[CH2:23][CH2:24]2.